Dataset: the Open Reaction Database (ORD), a public repository of structured organic reaction records. Task: describe an organic reaction: reactants, conditions, products, and yield Reactants: O=C1N(C2=CC=C(C=C2C=C1)C(F)(F)F)CC(=O)O (2-(2-oxo-6-(trifluoromethyl)quinolin-1(2H)-yl)acetic acid), ClC1=CC(=C(S1)N)C1=NN=CN1 (5-chloro-3-(4H-1,2,4-triazol-3-yl)thiophen-2-amine). The product is ClC1=CC(=C(S1)NC(CN1C(C=CC2=CC(=CC=C12)C(F)(F)F)=O)=O)C1=NC=NN1 (N-(5-chloro-3-(1H-1,2,4-triazol-5-yl)thiophen-2-yl)-2-(2-oxo-6-(trifluoromethyl)quinolin-1(2H)-yl)acetamide). As a reaction SMILES: [O:1]=[C:2]1[CH:11]=[CH:10][C:9]2[C:4](=[CH:5][CH:6]=[C:7]([C:12]([F:15])([F:14])[F:13])[CH:8]=2)[N:3]1[CH2:16][C:17]([OH:19])=O.[Cl:20][C:21]1[S:25][C:24]([NH2:26])=[C:23]([C:27]2[NH:31][CH:30]=[N:29][N:28]=2)[CH:22]=1>>[Cl:20][C:21]1[S:25][C:24]([NH:26][C:17](=[O:19])[CH2:16][N:3]2[C:4]3[C:9](=[CH:8][C:7]([C:12]([F:15])([F:13])[F:14])=[CH:6][CH:5]=3)[CH:10]=[CH:11][C:2]2=[O:1])=[C:23]([C:27]2[NH:28][N:29]=[CH:30][N:31]=2)[CH:22]=1. Reported procedure: The title compound was synthesized from 2-(2-oxo-6-(trifluoromethyl)quinolin-1(2H)-yl)acetic acid and 5-chloro-3-(4H-1,2,4-triazol-3-yl)thiophen-2-amine according to protocol A. Retention time (min)=6.178, method [7], MS(ESI) 454.1 (M+H).); 1H NMR (300 MHz, CD3Cl) δ 11.93 (b s, 1H), 8.0 (s, 1H), 7.92-7.86 (m, 2H), 7.84-7.81 (m, 1H), 7.58 (d, J=8.8 Hz, 1H), 7.17 (s, 1H), 6.97 (d, J=9.34 Hz, 1H), 5.30 (s, 2H). The reactants are O1CC(CC2=CC=CC=C12)CCN1CCC(CC1)=O (1-[2-(chroman-3-yl)ethyl]-4-oxopiperidine), Cl[Si](C)(C)C (chlorotrimethylsilane), C(CCC)[Li] (n-butyllithium), C(C)(C)NC(C)C (diisopropylamine). Run in O1CCCC1 (tetrahydrofuran), O1CCCC1 (tetrahydrofuran), CCCCCC (hexane), O1CCCC1 (tetrahydrofuran). Run at time 30 minute. The product is O1CC(CC2=CC=CC=C12)CCN1CC=C(CC1)O[Si](C)(C)C (1-[2-(chroman-3-yl)ethyl]-4-trimethylsilyloxy-1,2,5,6-tetrahydropyridine). As a reaction SMILES: C([Li])CCC.C(NC(C)C)(C)C.[O:13]1[C:22]2[C:17](=[CH:18][CH:19]=[CH:20][CH:21]=2)[CH2:16][CH:15]([CH2:23][CH2:24][N:25]2[CH2:30][CH2:29][C:28](=[O:31])[CH2:27][CH2:26]2)[CH2:14]1.Cl[Si:33]([CH3:36])([CH3:35])[CH3:34]>CCCCCC.O1CCCC1>[O:13]1[C:22]2[C:17](=[CH:18][CH:19]=[CH:20][CH:21]=2)[CH2:16][CH:15]([CH2:23][CH2:24][N:25]2[CH2:26][CH2:27][C:28]([O:31][Si:33]([CH3:36])([CH3:35])[CH3:34])=[CH:29][CH2:30]2)[CH2:14]1. Procedure: 17.4 ml of n-butyllithium in hexane are added at 0°-5° to a solution of 2.81 g of diisopropylamine in 30 ml of dry tetrahydrofuran. The whole is stirred for 30 minutes at room temperature, then cooled to -15° and a solution of 6.24 g (25 mmol) of 1-[2-(chroman-3-yl)ethyl]-4-oxopiperidine in 30 ml of tetrahydrofuran is added. After 15 minutes, a solution of 3.05 g (28 mmol) of chlorotrimethylsilane in 15 ml of tetrahydrofuran is added dropwise. The whole is stirred overnight at room temperature, ... Starting materials: ClC1=CC(=NC=N1)C(=O)Cl (6-chloropyrimidine-4-carboxylic acid chloride), [Cl-].[Cl-].[Cl-].[Al+3] (aluminium trichloride), CC1=CC=CC2=C1NC(O2)=O (4-methyl-3H-benzoxazol-2-one), ice water. Run at temperature 130 celsius. The product is ClC1=CC(=NC=N1)C(=O)C1=CC2=C(NC(O2)=O)C(=C1)C (6-(6-chloropyrimidine-4-carbonyl)-4-methyl-3H-benzoxazol-2-one). As a reaction SMILES: [Cl:1][C:2]1[N:7]=[CH:6][N:5]=[C:4]([C:8](Cl)=[O:9])[CH:3]=1.[Cl-].[Cl-].[Cl-].[Al+3].[CH3:15][C:16]1[C:21]2[NH:22][C:23](=[O:25])[O:24][C:20]=2[CH:19]=[CH:18][CH:17]=1>>[Cl:1][C:2]1[N:7]=[CH:6][N:5]=[C:4]([C:8]([C:18]2[CH:17]=[C:16]([CH3:15])[C:21]3[NH:22][C:23](=[O:25])[O:24][C:20]=3[CH:19]=2)=[O:9])[CH:3]=1 |f:1.2.3.4|. Reported procedure: A well stirred mixture of 2.34 g (13.2 mmol) 6-chloropyrimidine-4-carboxylic acid chloride, 8.00 g (60.0 mmol) aluminium trichloride and 1.79 g (12.0 mmol) 4-methyl-3H-benzoxazol-2-one was heated to 130° C. for 1.5 h. After cooling to RT the mixture was decomposed with ice water, then extracted with ethyl acetate, the organic phase was dried on sodium sulphate and evaporated down i. vac. The crude product left as a solid was triturated with diethyl ether, suction filtered and dried in the air. The reactants are FC=1C(=C(C(=C2C1C(=O)OC2=O)F)F)F (tetrafluorophthalic anhydride), FC1=CC=C(CO)C=C1 (4-fluorobenzyl alcohol), [OH-].[K+] (potassium hydroxide). Solvent: O (water). Conditions: temperature 100 celsius. Product: FC1=CC=C(COC=2C(=C(C(=C(C(=O)O)C2)F)F)F)C=C1 ((4-fluorobenzyloxy) trifluorobenzoic acid). Yield: 46.7%. RXN SMILES: [OH-].[K+].F[C:4]1[C:5]([F:17])=[C:6]([F:16])[C:7]([F:15])=[C:8]2[C:13](=[O:14])[O:12]C(=O)[C:9]=12.[F:18][C:19]1[CH:26]=[CH:25][C:22]([CH2:23][OH:24])=[CH:21][CH:20]=1>O>[F:18][C:19]1[CH:26]=[CH:25][C:22]([CH2:23][O:24][C:4]2[C:5]([F:17])=[C:6]([F:16])[C:7]([F:15])=[C:8]([CH:9]=2)[C:13]([OH:12])=[O:14])=[CH:21][CH:20]=1 |f:0.1|. Reported procedure: 8.4 g (0.15 mol) of potassium hydroxide are dissolved in 30 g of water, and 6.6 g (30mmol) of tetrafluorophthalic anhydride and 30 g (0.238 mol) of 4-fluorobenzyl alcohol are added. The mixture is heated at 100° C. for 12 hours after which the procedure as described in Example 2 is followed. It is advantageous not to allow the pH to fall below 3 prior to the extraction steps. This method gives 4.2 g (14 mmol, corresponding to 47%) of (4-fluorobenzyloxy) trifluorobenzoic acid (purity 80-85%). Reactants: ClC1=CC(=NC=N1)OC1=C(C=CC=C1)C(C(=O)OC)C(OC)OC (methyl 2-[2-(6-chloropyrimidin-4-yloxy)phenyl]-3,3-dimethoxypropanoate), C(C)(=O)OC(C)=O (acetic anhydride), CS(=O)(=O)O (Methane sulphonic acid). The solvent is C1(=CC=CC=C1)C (toluene). Run at temperature 90 celsius, time 20 minute. The product is ClC1=CC(=NC=N1)OC1=C(C=CC=C1)/C(/C(=O)OC)=C\OC ((E)-methyl 2-[-(6-chloropyrimidin-4-yloxy)phenyl]-3-methoxypropenoate). Yield: 98.5%. Reaction SMILES: [Cl:1][C:2]1[N:7]=[CH:6][N:5]=[C:4]([O:8][C:9]2[CH:14]=[CH:13][CH:12]=[CH:11][C:10]=2[CH:15]([CH:20](OC)[O:21][CH3:22])[C:16]([O:18][CH3:19])=[O:17])[CH:3]=1.C(OC(=O)C)(=O)C.CS(O)(=O)=O>C1(C)C=CC=CC=1>[Cl:1][C:2]1[N:7]=[CH:6][N:5]=[C:4]([O:8][C:9]2[CH:14]=[CH:13][CH:12]=[CH:11][C:10]=2/[C:15](=[CH:20]\[O:21][CH3:22])/[C:16]([O:18][CH3:19])=[O:17])[CH:3]=1. Procedure details: A mixture of methyl 2-[2-(6-chloropyrimidin-4-yloxy)phenyl]-3,3-dimethoxypropanoate (17.98 g), acetic anhydride (5.16 g) and toluene (73 ml) was stirred at 90° C. for 20 minutes. Methane sulphonic acid (0.49 g) was added to the mixture and the mixture was heated at 90° C. for 1 hour. The mixture was cooled to room temperature, washed with cold water (25 ml) and with hot (50° C.) water (2×25 ml). The organic layer was evaporated at 75° C. (initially on a rotary evaporator, then at circa 15 mm Hg)... The product is ClC=1C=CC(=NC1)N(C(C)=O)[C@@H]1C[C@@H](N(C2=CC=CC=C12)C(C1=CC(=CC=C1)OC)=O)C ((±)-cis-N-(5-chloro-pyridin-2-yl)-N-[1-(3-methoxy-benzoyl)-2-methyl-1,2,3,4-tetrahydro-quinolin-4-yl]-acetamide). The reactants are ClC=1C=CC(=NC1)N[C@@H]1C[C@@H](N(C2=CC=CC=C12)C(=O)C1=CC(=CC=C1)OC)C ((±)-Cis-[4-(5-chloro-pyridin-2-ylamino)-2-methyl-3,4-dihydro-2H-quinolin-1-yl]-(3-methoxy-phenyl)-methanone), C(CC)(=O)Cl (propionyl chloride). Procedure details: To a flask was added Pd2(dba)3 (molar 0.05 equ.), and rac-BINAP (0.1 equ.) in degassed toluene and stirred for 1 h. To the above solution was added 2,5-dichloropyridinepyridine (1.1 equ.) and NaOtBu (1.1 equ.) and stirred for 30 min. The corresponding amine, (±)-cis-(4-amino-2-methyl-3,4-dihydro-2H-quinolin-1-yl)-(3-methoxy-phenyl)-methanone was dissolved in degassed toluene and added to the solution and heated to 60° C. for 40 h. The reaction was diluted with ether and filtered through celite a... Reaction SMILES: [Cl:1][C:2]1[CH:3]=[CH:4][C:5]([NH:8][C@H:9]2[C:18]3[C:13](=[CH:14][CH:15]=[CH:16][CH:17]=3)[N:12]([C:19]([C:21]3[CH:26]=[CH:25][CH:24]=[C:23]([O:27][CH3:28])[CH:22]=3)=[O:20])[C@@H:11]([CH3:29])[CH2:10]2)=[N:6][CH:7]=1.[C:30](Cl)(=[O:33])[CH2:31]C>>[Cl:1][C:2]1[CH:3]=[CH:4][C:5]([N:8]([C@H:9]2[C:18]3[C:13](=[CH:14][CH:15]=[CH:16][CH:17]=3)[N:12]([C:19](=[O:20])[C:21]3[CH:26]=[CH:25][CH:24]=[C:23]([O:27][CH3:28])[CH:22]=3)[C@@H:11]([CH3:29])[CH2:10]2)[C:30](=[O:33])[CH3:31])=[N:6][CH:7]=1. Reactants: C(C)(C)(C)OC(NC1COCC1(C)C)=O ((4,4-Dimethyl-tetrahydro-furan-3-yl)-carbamic acid tert-butyl ester), Cl.O1CCOCC1 (HCl dioxane). The product is Cl.CC1(C(COC1)N)C (4,4-dimethyl-tetrahydro-furan-3-ylamine hydrochloride). RXN SMILES: C(OC(=O)[NH:7][CH:8]1[C:12]([CH3:14])([CH3:13])[CH2:11][O:10][CH2:9]1)(C)(C)C.[ClH:16].O1CCOCC1>>[ClH:16].[CH3:13][C:12]1([CH3:14])[CH2:11][O:10][CH2:9][CH:8]1[NH2:7] |f:1.2,3.4|. Reported procedure: (4,4-Dimethyl-tetrahydro-furan-3-yl)-carbamic acid tert-butyl ester (70 mg, 0.32 mmol) was dissolved in 3 mL of cold 4M HCl/dioxane and gradually warmed to room temperature with stirring. After the starting material was judged to be consumed by thin layer chromatography, the reaction mixture was concentrated to afford 4,4-dimethyl-tetrahydro-furan-3-ylamine hydrochloride which was used with further purification. The reactants are O=C(n1ccnc1)n1ccnc1, C1CCOC1, CCOC(C)=O, C=CCCC(O)(c1cc(Cl)ccc1N)C(F)(F)F. Yields the product C=CCCC1(C(F)(F)F)OC(=O)Nc2ccc(Cl)cc21. RXN SMILES: [C:19](=[O:20])([n:21]1[cH:22][cH:23][n:24][cH:25]1)[n:26]1[cH:27][cH:28][n:29][cH:30]1.[CH2:31]1[O:32][CH2:33][CH2:34][CH2:35]1.[CH3:36][CH2:37][O:38][C:39]([CH3:40])=[O:41].[NH2:1][c:2]1[c:3]([C:9]([C:10]([F:11])([F:12])[F:13])([CH2:14][CH2:15][CH:16]=[CH2:17])[OH:18])[cH:4][c:5]([Cl:8])[cH:6][cH:7]1>>[NH:1]1[c:2]2[c:3]([cH:4][c:5]([Cl:8])[cH:6][cH:7]2)[C:9]([C:10]([F:11])([F:12])[F:13])([CH2:14][CH2:15][CH:16]=[CH2:17])[O:18][C:19]1=[O:20].